Dataset: the Open Reaction Database (ORD), a public repository of structured organic reaction records. Task: describe an organic reaction: reactants, conditions, products, and yield Starting materials: C=C(C(C)=O)c1ccc(CCCC)cc1, CN(C)C=O, C[S+](C)C, [H-], [I-], [Na+]. Product: CCCCc1ccc(C2(C(C)=O)CC2)cc1. As a reaction SMILES: [CH2:8]([CH2:9][CH2:10][CH3:11])[c:12]1[cH:13][cH:14][c:15]([C:18]([C:19]([CH3:20])=[O:21])=[CH2:22])[cH:16][cH:17]1.[CH3:23][N:24]([CH3:25])[CH:26]=[O:27].[CH3:4][S+:5]([CH3:6])[CH3:7].[H-:1].[I-:3].[Na+:2]>>[CH2:4]1[C:18]([c:15]2[cH:14][cH:13][c:12]([CH2:8][CH2:9][CH2:10][CH3:11])[cH:17][cH:16]2)([C:19]([CH3:20])=[O:21])[CH2:22]1. Reactants: CO, COC(=O)c1c(Cl)c(-c2cccnc2)n2c1CCCC2, ClCCl. RXN SMILES: [CH3:21][OH:22].[Cl:1][c:2]1[c:3]([C:17](=[O:18])[O:19][CH3:20])[c:4]2[n:9]([c:10]1-[c:11]1[cH:12][n:13][cH:14][cH:15][cH:16]1)[CH2:8][CH2:7][CH2:6][CH2:5]2.[Cl:23][CH2:24][Cl:25]>>[Cl:1][c:2]1[c:3]([C:17](=[O:18])[OH:19])[c:4]2[n:9]([c:10]1-[c:11]1[cH:12][n:13][cH:14][cH:15][cH:16]1)[CH2:8][CH2:7][CH2:6][CH2:5]2. Product: O=C(O)c1c(Cl)c(-c2cccnc2)n2c1CCCC2. The reactants are IC=1C=C(C=O)C=C(C1OCOCCOC)I (3,5-diiodo-4-(2-methoxyethoxymethoxy)benzaldehyde), C1(=CC=CC=C1)B(O)O (phenylboronic acid), O (H2O). The reagents and catalysts are C(C)(=O)[O-].[Pd+2].C(C)(=O)[O-] (palladium(II) acetate). Solvent: COCCOC (DME). Product: COCCOCOC1=C(C=C(C=C1C1=CC=CC=C1)C=O)C1=CC=CC=C1 (2′-(2-Methoxyethoxymethoxy)-[1,1′;3′,1″]terphenyl-5′-carbaldehyde). Isolated yield 57.0%. RXN SMILES: I[C:2]1[CH:3]=[C:4]([CH:7]=[C:8](I)[C:9]=1[O:10][CH2:11][O:12][CH2:13][CH2:14][O:15][CH3:16])[CH:5]=[O:6].[C:18]1(B(O)O)[CH:23]=[CH:22][CH:21]=[CH:20][CH:19]=1.O>COCCOC.C([O-])(=O)C.[Pd+2].C([O-])(=O)C>[CH3:16][O:15][CH2:14][CH2:13][O:12][CH2:11][O:10][C:9]1[C:8]([C:18]2[CH:23]=[CH:22][CH:21]=[CH:20][CH:19]=2)=[CH:7][C:4]([CH:5]=[O:6])=[CH:3][C:2]=1[C:2]1[CH:3]=[CH:4][CH:7]=[CH:8][CH:9]=1 |f:4.5.6|. Reported procedure: The title compound was prepared according to the procedure in Example 2, step 3 using 3,5-diiodo-4-(2-methoxyethoxymethoxy)benzaldehyde (4.029 g, 8.721 mmol), phenylboronic acid (2.339 g, 19.19 mrnmol), palladium(II) acetate (39.16 mg, 0.174 mmol) in DME:H2O. Purification on Biotage KP-Sil eluting with 15% EtOAc/pet. ether gave 1.803 g, (57%) of the title compound. 1H NMR (DMSO-d6) δ2.78-2.82 (m, 2H), 2.89-2.92 (m, 2H), 3.01 (s, 3H), 4,42 (s, 2H), 7.40-7.54 (m, 6H), 7.62-7.65 (m, 4H), 7.91 (s, 2... The reactants are ClC1=CC=C(C=C1)S(=O)(=O)N([C@@H](CCCBr)C)C1=C(C=CC(=C1)F)F (4-chloro-N-(2,5-difluorophenyl)-N-[(R)-1-methyl-4-bromobutyl]-benzenesulfonamide), [N-]=[N+]=[N-].[Na+] (sodium azide). Solvent: C1CCOC1.O (THF H2O). Conditions: temperature 22 celsius, time 10 day. The product is ClC1=CC=C(C=C1)S(=O)(=O)N([C@@H](CCCN=[N+]=[N-])C)C1=C(C=CC(=C1)F)F (4-chloro-N-(2,5-difluorophenyl)-N-[(R)-1-methyl-4-azidobutyl]benzenesulfonamide). Yield: 97.9%. Reaction SMILES: [Cl:1][C:2]1[CH:7]=[CH:6][C:5]([S:8]([N:11]([C:18]2[CH:23]=[C:22]([F:24])[CH:21]=[CH:20][C:19]=2[F:25])[C@H:12]([CH3:17])[CH2:13][CH2:14][CH2:15]Br)(=[O:10])=[O:9])=[CH:4][CH:3]=1.[N-:26]=[N+:27]=[N-:28].[Na+]>C1COCC1.O>[Cl:1][C:2]1[CH:7]=[CH:6][C:5]([S:8]([N:11]([C:18]2[CH:23]=[C:22]([F:24])[CH:21]=[CH:20][C:19]=2[F:25])[C@H:12]([CH3:17])[CH2:13][CH2:14][CH2:15][N:26]=[N+:27]=[N-:28])(=[O:10])=[O:9])=[CH:4][CH:3]=1 |f:1.2,3.4|. Procedure: To a solution of 4-chloro-N-(2,5-difluorophenyl)-N-[(R)-1-methyl-4-bromobutyl]-benzenesulfonamide (0.505 g, 1.12 mmol) in THF/H2O (8/2, 10 mL) was added sodium azide (0.363 g, 5.58 mmol) at 22° C. The resulting mixture was allowed to stir at 22° C. for 10 days. The mixture was extracted with ether (3×20 mL). The combined organic extracts were washed with sat. NaHCO3, dried over MgSO4, filtered, and concentrated under reduced pressure. Silica gel chromatography (1:9 ethyl acetate:hexanes) of the ...